Task: describe an organic reaction: reactants, conditions, products, and yield. Dataset: the Open Reaction Database (ORD), a public repository of structured organic reaction records Starting materials: IC1=C2C(=NC=C1[N+](=O)[O-])OCC2 (4-iodo-5-nitro-2,3-dihydrofuro[2,3-b]pyridine), O[C@@]1([C@@H](CNC[C@@H]1C)NC(OC(C)(C)C)=O)C (tert-butyl [(3R,4S,5S)-4-hydroxy-4,5-dimethylpiperidin-3-yl]carbamate), CCN(C(C)C)C(C)C (DIPEA). Solvent: CCO (EtOH). Run at temperature 110 celsius, time 12 hour. The product is O[C@@]1([C@@H](CN(C[C@@H]1C)C1=C2C(=NC=C1[N+](=O)[O-])OCC2)NC(OC(C)(C)C)=O)C (tert-Butyl [(3R,4S,5S)-4-hydroxy-4,5-dimethyl-1-(5-nitro-2,3-dihydrofuro[2,3-b]pyridin-4-yl)piperidin-3-yl]carbamate). The yield is 69.4%. RXN SMILES: I[C:2]1[C:7]([N+:8]([O-:10])=[O:9])=[CH:6][N:5]=[C:4]2[O:11][CH2:12][CH2:13][C:3]=12.[OH:14][C@@:15]1([CH3:30])[C@@H:20]([CH3:21])[CH2:19][NH:18][CH2:17][C@H:16]1[NH:22][C:23](=[O:29])[O:24][C:25]([CH3:28])([CH3:27])[CH3:26].CCN(C(C)C)C(C)C>CCO>[OH:14][C@@:15]1([CH3:30])[C@@H:20]([CH3:21])[CH2:19][N:18]([C:2]2[C:7]([N+:8]([O-:10])=[O:9])=[CH:6][N:5]=[C:4]3[O:11][CH2:12][CH2:13][C:3]=23)[CH2:17][C@H:16]1[NH:22][C:23](=[O:29])[O:24][C:25]([CH3:28])([CH3:27])[CH3:26]. Procedure: To a vial containing 4-iodo-5-nitro-2,3-dihydrofuro[2,3-b]pyridine (76 mg, 0.26 mmol) and tert-butyl [(3R,4S,5S)-4-hydroxy-4,5-dimethylpiperidin-3-yl]carbamate (60 mg, 0.24 mmol), EtOH was added (2.0 mL), followed by DIPEA (114 mg, 0.883 mmol). The mixture was stirred at 110° C. for 12 h. After cooling to room temperature, the reaction mixture was concentrated under reduced pressure. The resulting residue was purified on silica gel (0-100% EtOAc in hexanes) to give the sub-title compound as a ye... The reactants are BrC1=CC2=C(N=CS2=O)C=C1 (6-bromobenzothiazolinone), [Cu](C#N)C#N (copper cyanide), CN(C)C=O (DMF), [C-]#N.[Na+] (sodium cyanide). Run in O (water). Reaction conditions: time 2 hour. The product is O=C1SC2=C(N1)C=CC(=C2)C#N (2-Oxo-2,3-dihydro-benzothiazole-6-carbonitrile). Isolated yield 87.0%. Reaction SMILES: Br[C:2]1[CH:11]=[CH:10][C:5]2[N:6]=[CH:7][S:8](=O)[C:4]=2[CH:3]=1.[Cu]([C:15]#[N:16])C#N.CN(C=[O:21])C.[C-]#N.[Na+]>O>[O:21]=[C:7]1[NH:6][C:5]2[CH:10]=[CH:11][C:2]([C:15]#[N:16])=[CH:3][C:4]=2[S:8]1 |f:3.4|. Reported procedure: Combine 6-bromobenzothiazolinone (2 g, 8.69 mmol), copper cyanide (1.3 g, 1.48 mmol), anhydrous DMF (5 mL) and heat at reflux for 15 h. Add water (20 mL) and sodium cyanide (1.4 g, 27.7 mmol) at 100° C. Cool the reaction mixture to room temperature and stir for 2 h. Extract the reaction mixture with EtOAc (5×30 mL) at 70° C. Combine the organic layers, wash with water (3×40 mL) and dry over anhydrous Na2SO4. Concentrate in vacuo to obtain the desired intermediate as a yellow solid (2 g, 87%). GC... Reactants: C(C)(C)C1=CC=C(C(=O)NC=2SC(=NN2)SCCN(C(C)C)C(C)C)C=C1 (2-(4-Isopropylbenzoyl)amino-5-diisopropylaminoethylthio-1,3,4-thiadiazole), Cl.CO (hydrochloric acid methanol). RXN SMILES: [CH:1]([C:4]1[CH:27]=[CH:26][C:7]([C:8]([NH:10][C:11]2[S:12][C:13]([S:16][CH2:17][CH2:18][N:19]([CH:23]([CH3:25])[CH3:24])[CH:20]([CH3:22])[CH3:21])=[N:14][N:15]=2)=[O:9])=[CH:6][CH:5]=1)([CH3:3])[CH3:2].[ClH:28].CO>CO>[ClH:28].[CH:1]([C:4]1[CH:27]=[CH:26][C:7]([C:8]([NH:10][C:11]2[S:12][C:13]([S:16][CH2:17][CH2:18][N:19]([CH:23]([CH3:25])[CH3:24])[CH:20]([CH3:21])[CH3:22])=[N:14][N:15]=2)=[O:9])=[CH:6][CH:5]=1)([CH3:2])[CH3:3] |f:1.2,4.5|. Run at time 10 minute. Yields the product Cl.C(C)(C)C1=CC=C(C(=O)NC=2SC(=NN2)SCCN(C(C)C)C(C)C)C=C1 (2-(4-isopropylbenzoyl)amino-5-diisopropylaminoethylthio-1,3,4-thiadiazole hydrochloride). Reported procedure: 2-(4-Isopropylbenzoyl)amino-5-diisopropylaminoethylthio-1,3,4-thiadiazole (1.2 g) was dissolved in methanol (50 ml) and the solution, with hydrochloric acid-methanol (10 ml) added thereto, was stirred for 10 minutes at room temperature. The reaction mixture was concentrated under a vacuum. The resulting solid was recrystallized from n-hexane/ethanol, thereby yielding 1.3 g of the aimed compound. Run in CO (methanol). The reactants are [Cl-], ClCc1noc(-c2cccc(Cl)c2)n1, [H-], [NH4+], [Na+], CN(C)C=O, c1cc(-c2nnc3n2CCCCN3)ccn1. Product: Clc1cccc(-c2nc(CN3CCCCn4c(-c5ccncc5)nnc43)no2)c1. As a reaction SMILES: [Cl-:33].[Cl:19][CH2:20][c:21]1[n:22][o:23][c:24](-[c:26]2[cH:27][c:28]([Cl:32])[cH:29][cH:30][cH:31]2)[n:25]1.[H-:2].[NH4+:34].[Na+:1].[O:35]=[CH:36][N:37]([CH3:38])[CH3:39].[n:3]1[cH:4][cH:5][c:6](-[c:9]2[n:10][n:11][c:12]3[n:13]2[CH2:14][CH2:15][CH2:16][CH2:17][NH:18]3)[cH:7][cH:8]1>>[n:3]1[cH:4][cH:5][c:6](-[c:9]2[n:10][n:11][c:12]3[n:13]2[CH2:14][CH2:15][CH2:16][CH2:17][N:18]3[CH2:20][c:21]2[n:22][o:23][c:24](-[c:26]3[cH:27][c:28]([Cl:32])[cH:29][cH:30][cH:31]3)[n:25]2)[cH:7][cH:8]1.